This data is from the Open Reaction Database (ORD), a public repository of structured organic reaction records. The task is: describe an organic reaction: reactants, conditions, products, and yield Starting materials: C(=O)([O-])[O-].[Cs+].[Cs+] (Cs2CO3), 60C, C(C)C=1C=NC(=NC1)NCCC1=CC=C(C=C1)O (4-{2-[(5-Ethylpyrimidin-2-yl)amino]ethyl}phenol), BrC(C(=O)OCC)C (ethyl 2-bromopropionate). Solvent: CC#N (MeCN). The product is C(C)C=1C=NC(=NC1)NCCC1=CC=C(OC(C(=O)OCC)C)C=C1 (ethyl 2-(4-{2-[(5-ethylpyrimidin-2-yl)amino]ethyl}phenoxy)propanoate). Yield: 74.4%. As a reaction SMILES: [CH2:1]([C:3]1[CH:4]=[N:5][C:6]([NH:9][CH2:10][CH2:11][C:12]2[CH:17]=[CH:16][C:15]([OH:18])=[CH:14][CH:13]=2)=[N:7][CH:8]=1)[CH3:2].Br[CH:20]([CH3:26])[C:21]([O:23][CH2:24][CH3:25])=[O:22].C([O-])([O-])=O.[Cs+].[Cs+]>CC#N>[CH2:1]([C:3]1[CH:4]=[N:5][C:6]([NH:9][CH2:10][CH2:11][C:12]2[CH:13]=[CH:14][C:15]([O:18][CH:20]([CH3:26])[C:21]([O:23][CH2:24][CH3:25])=[O:22])=[CH:16][CH:17]=2)=[N:7][CH:8]=1)[CH3:2] |f:2.3.4|. Procedure: Alkylation of 4-{2-[(5-Ethylpyrimidin-2-yl)amino]ethyl}phenol (135 mg; 0.56 mmol) with ethyl 2-bromopropionate (0.18 ml; 1.39 mmol) as per general procedure C (conditions: 2 eq Cs2CO3, MeCN, 60C, 4 hr). provided ethyl 2-(4-{2-[(5-ethylpyrimidin-2-yl)amino]ethyl}phenoxy)propanoate (143 mg; 75% yield). Reactants: Cn1cc(-c2cn(S(=O)(=O)c3ccccc3)c3ncc(C4=CC5CCC4(C)C5(C)C)cc23)cn1, CCOC(C)=O. Product: Cn1cc(-c2cn(S(=O)(=O)c3ccccc3)c3ncc(C4CC5CCC4(C)C5(C)C)cc23)cn1. Reaction SMILES: [CH3:1][n:2]1[n:3][cH:4][c:5](-[c:7]2[cH:8][n:9]([S:26](=[O:27])(=[O:28])[c:29]3[cH:30][cH:31][cH:32][cH:33][cH:34]3)[c:10]3[n:11][cH:12][c:13]([C:16]4=[CH:21][CH:20]5[CH2:19][CH2:18][C:17]4([CH3:25])[C:22]5([CH3:23])[CH3:24])[cH:14][c:15]23)[cH:6]1.[CH3:35][CH2:36][O:37][C:38]([CH3:39])=[O:40]>>[CH3:1][n:2]1[n:3][cH:4][c:5](-[c:7]2[cH:8][n:9]([S:26](=[O:27])(=[O:28])[c:29]3[cH:30][cH:31][cH:32][cH:33][cH:34]3)[c:10]3[n:11][cH:12][c:13]([CH:16]4[C:17]5([CH3:25])[CH2:18][CH2:19][CH:20]([CH2:21]4)[C:22]5([CH3:23])[CH3:24])[cH:14][c:15]23)[cH:6]1. Starting materials: O=C([O-])[O-], COC(=O)c1sc(-c2ccccc2)c(C)c1N, CCOC(C)=O, Clc1ncc(Cl)c(Cl)n1, [K+], [K+], CN(C)C=O. The product is COC(=O)c1sc(-c2ccccc2)c(C)c1Nc1nc(Cl)ncc1Cl. RXN SMILES: [C:18](=[O:19])([O-:20])[O-:21].[CH3:1][O:2][C:3](=[O:4])[c:5]1[s:6][c:7](-[c:12]2[cH:13][cH:14][cH:15][cH:16][cH:17]2)[c:8]([CH3:11])[c:9]1[NH2:10].[CH3:38][CH2:39][O:40][C:41](=[O:42])[CH3:43].[Cl:24][c:25]1[c:26]([Cl:32])[n:27][c:28]([Cl:31])[n:29][cH:30]1.[K+:22].[K+:23].[O:33]=[CH:34][N:35]([CH3:36])[CH3:37]>>[CH3:1][O:2][C:3](=[O:4])[c:5]1[s:6][c:7](-[c:12]2[cH:13][cH:14][cH:15][cH:16][cH:17]2)[c:8]([CH3:11])[c:9]1[NH:10][c:26]1[c:25]([Cl:24])[cH:30][n:29][c:28]([Cl:31])[n:27]1. Reactants: NC1=NNC=C1 (3-aminopyrazole), C1(CCCC1)OC=1C=C(C=O)C=CC1OC (3-cyclopentyloxy-4-methoxybenzaldehyde), C(#N)[BH3-].[Na+] (sodium cyanoborohydride). The solvent is CO (methanol), Cl (HCl), Cl (hydrochloric acid). Yields the product C1(CCCC1)OC=1C=C(CNC2=NNC=C2)C=CC1OC (3-(3-Cyclopentyloxy-4-methoxybenzylamino)pyrazole). Yield: 30.2%. RXN SMILES: [NH2:1][C:2]1[CH:6]=[CH:5][NH:4][N:3]=1.[CH:7]1([O:12][C:13]2[CH:14]=[C:15]([CH:18]=[CH:19][C:20]=2[O:21][CH3:22])[CH:16]=O)[CH2:11][CH2:10][CH2:9][CH2:8]1.C([BH3-])#N.[Na+]>CO.Cl>[CH:7]1([O:12][C:13]2[CH:14]=[C:15]([CH:18]=[CH:19][C:20]=2[O:21][CH3:22])[CH2:16][NH:1][C:2]2[CH:6]=[CH:5][NH:4][N:3]=2)[CH2:8][CH2:9][CH2:10][CH2:11]1 |f:2.3|. Procedure: To a solution of 3-aminopyrazole (1.5 g, 0.018 mol) in 50 ml of methanol and 7.5 ml of 1N aqueous HCl was added 3-cyclopentyloxy-4-methoxybenzaldehyde (3.3 g, 0.015 mol) and 95% sodium cyanoborohydride (1.0 g, 0.015 mol). The solution was stirred at room temperature for 20 hours after which concentrated aqueous hydrochloric acid (Hcl) was added to pH 2. The solvent was evaporated at reduced pressure and the residue was extracted twice with 50 ml portions of ether. The ether extracts were discard... Starting materials: OC1(C(=CC(CC1(C)C)=O)C)C#C\C(=C/C(=O)OCC)\C(F)(F)F (ethyl (2E)-5-(1-hydroxy-2,6,6-trimethyl-4-oxocyclohex-2-en-1-yl)-3-(trifluoromethyl)pent-2-en-4-ynoate), [OH-].[Na+] (sodium hydroxide), Cl (hydrochloric acid). Solvent: O (water), O1CCCC1 (tetrahydrofuran). Yields the product OC1(C(=CC(CC1(C)C)=O)C)C#C\C(=C/C(=O)O)\C(F)(F)F ((2E)-5-(1-hydroxy-2,6,6-trimethyl-4-oxocyclohex-2-en-1-yl)-3-(trifluoromethyl)pent-2-en-4-ynoic acid). Isolated yield 33.3%. RXN SMILES: [OH:1][C:2]1([C:12]#[C:13]/[C:14](/[C:21]([F:24])([F:23])[F:22])=[CH:15]\[C:16]([O:18]CC)=[O:17])[C:7]([CH3:9])([CH3:8])[CH2:6][C:5](=[O:10])[CH:4]=[C:3]1[CH3:11].[OH-].[Na+].Cl>O.O1CCCC1>[OH:1][C:2]1([C:12]#[C:13]/[C:14](/[C:21]([F:22])([F:23])[F:24])=[CH:15]\[C:16]([OH:18])=[O:17])[C:7]([CH3:8])([CH3:9])[CH2:6][C:5](=[O:10])[CH:4]=[C:3]1[CH3:11] |f:1.2|. Procedure: In a round-bottom flask, ethyl (2E)-5-(1-hydroxy-2,6,6-trimethyl-4-oxocyclohex-2-en-1-yl)-3-(trifluoromethyl)pent-2-en-4-ynoate (130 mg, 0.38 mmol) was dissolved in a mixture of water and tetrahydrofuran, and sodium hydroxide (38 mg, 0.94 mmol) was then added. The resulting reaction mixture was stirred under reflux for 2 h and, after cooling to room temperature, acidified with aqueous hydrochloric acid. The aqueous phase was repeatedly extracted thoroughly with dichloromethane, and the combined ...